Dataset: the Open Reaction Database (ORD), a public repository of structured organic reaction records. Task: describe an organic reaction: reactants, conditions, products, and yield The reactants are [C+4], CN(C)S(=O)(=O)n1ccnc1CN(Cc1ccccc1)Cc1nccn1S(=O)(=O)N(C)C, CCO, [OH-], [OH-], [OH-], [OH-], [OH-], [OH-], [Pd+2]. Yields the product CN(C)S(=O)(=O)n1ccnc1CNCc1nccn1S(=O)(=O)N(C)C. Reaction SMILES: [C+4:33].[CH2:1]([c:2]1[cH:3][cH:4][cH:5][cH:6][cH:7]1)[N:8]([CH2:9][c:10]1[n:11]([S:15](=[O:16])(=[O:17])[N:18]([CH3:19])[CH3:20])[cH:12][cH:13][n:14]1)[CH2:21][c:22]1[n:23]([S:27](=[O:28])(=[O:29])[N:30]([CH3:31])[CH3:32])[cH:24][cH:25][n:26]1.[CH3:41][CH2:42][OH:43].[OH-:34].[OH-:36].[OH-:37].[OH-:38].[OH-:39].[OH-:40].[Pd+2:35]>>[NH:8]([CH2:9][c:10]1[n:11]([S:15](=[O:16])(=[O:17])[N:18]([CH3:19])[CH3:20])[cH:12][cH:13][n:14]1)[CH2:21][c:22]1[n:23]([S:27](=[O:28])(=[O:29])[N:30]([CH3:31])[CH3:32])[cH:24][cH:25][n:26]1. Reactants: C(C)(C)NC(=O)C1=CNC2=NC=C(N=C21)C2=NN(C1=CC=C(C=C21)O[Si](C)(C)C(C)(C)C)C (2-[5-(tert-butyl-dimethyl-silanyloxy)-1-methyl-1H-indazol-3-yl]-5H-pyrrolo[2,3-b]pyrazine-7-carboxylic acid isopropylamide), [F-].C(CCC)[N+](CCCC)(CCCC)CCCC (tetrabutylammonium fluoride). Solvent: C1CCOC1 (THF). Run at time 1 hour. Product: C(C)(C)NC(=O)C1=CNC2=NC=C(N=C21)C2=NN(C1=CC=C(C=C21)O)C (2-(5-hydroxy-1-methyl-1H-indazol-3-yl)-5H-pyrrolo[2,3-b]pyrazine-7-carboxylic acid isopropylamide). Yield: 87.2%. RXN SMILES: [CH:1]([NH:4][C:5]([C:7]1[C:15]2[C:10](=[N:11][CH:12]=[C:13]([C:16]3[C:24]4[C:19](=[CH:20][CH:21]=[C:22]([O:25][Si](C(C)(C)C)(C)C)[CH:23]=4)[N:18]([CH3:33])[N:17]=3)[N:14]=2)[NH:9][CH:8]=1)=[O:6])([CH3:3])[CH3:2].[F-].C([N+](CCCC)(CCCC)CCCC)CCC>C1COCC1>[CH:1]([NH:4][C:5]([C:7]1[C:15]2[C:10](=[N:11][CH:12]=[C:13]([C:16]3[C:24]4[C:19](=[CH:20][CH:21]=[C:22]([OH:25])[CH:23]=4)[N:18]([CH3:33])[N:17]=3)[N:14]=2)[NH:9][CH:8]=1)=[O:6])([CH3:3])[CH3:2] |f:1.2|. Procedure details: In a round-bottomed, 2-[5-(tert-butyl-dimethyl-silanyloxy)-1-methyl-1H-indazol-3-yl]-5H-pyrrolo[2,3-b]pyrazine-7-carboxylic acid isopropylamide (50 mg, 0.108 mmol) was suspended in THF (1.2 ml) and tetrabutylammonium fluoride (1.0 M in THF, 0.11 ml, 110 mmol) was added. The reaction mixture was stirred at room temperature for 1 h then quenched with water and diluted with ethyl acetate. The resulting suspension was filtered and the solid was washed with hot water and ethyl acetate then dried unde... The reactants are C(#N)C=1C=C2CC(NC2=CC1)=O (5-cyanooxindole), ClC1=NC=C(C(=O)N(C)CCN(C)C)C=C1 (6-chloro-N-[2-(dimethylamino)ethyl]-N-methylnicotinamide), [H-].[Na+] (sodium hydride). Solvent: CN(C=O)C (N,N-dimethylformamide), CN(C=O)C (N,N-dimethylformamide), CN(C=O)C (N,N-dimethylformamide). Reaction conditions: time 20 minute. Product: Cl.C(#N)C=1C=C2C(=C(NC2=CC1)O)C1=NC=C(C(=O)N(C)CCN(C)C)C=C1 (6-(5-Cyano-2-hydroxy-1H-indol-3-yl)-N-[2-(dimethylamino)ethyl]-N-methylnicotinamide hydrochloride). Isolated yield 4.2%. RXN SMILES: [H-].[Na+].[C:3]([C:5]1[CH:6]=[C:7]2[C:11](=[CH:12][CH:13]=1)[NH:10][C:9](=[O:14])[CH2:8]2)#[N:4].[Cl:15][C:16]1[CH:30]=[CH:29][C:19]([C:20]([N:22]([CH2:24][CH2:25][N:26]([CH3:28])[CH3:27])[CH3:23])=[O:21])=[CH:18][N:17]=1>CN(C)C=O>[ClH:15].[C:3]([C:5]1[CH:6]=[C:7]2[C:11](=[CH:12][CH:13]=1)[NH:10][C:9]([OH:14])=[C:8]2[C:16]1[CH:30]=[CH:29][C:19]([C:20]([N:22]([CH2:24][CH2:25][N:26]([CH3:27])[CH3:28])[CH3:23])=[O:21])=[CH:18][N:17]=1)#[N:4] |f:0.1,5.6|. Procedure: A mixture of sodium hydride (330 mg, 8.2 mmol, 60% dispersion in oil, pre-washed with hexane) in N,N-dimethylformamide (2 mL) was added to 5-cyanooxindole (980 mg, 6.2 mmol) in N,N-dimethylformamide (4 mL). The formed brown mixture was stirred at room temperature for 20 min and 6-chloro-N-[2-(dimethylamino)ethyl]-N-methylnicotinamide (500 mg, 2.1 mmol) in N,N-dimethylformamide (3 mL) was added. The obtained red solution was heated at 150° C. for 30 min and was then allowed to reach room temperat... Reactants: C(C)(C)C1=C(C=CC=C1)O (isopropyl phenol), CCCCCC.C(CCC)[Li] (butyllithium hexane), Cl[Sn](Cl)(Cl)Cl (SnCl4), [F-].[K+] (KF), FC(CO)(F)F (2,2,2-trifluoroethanol), C[Si](C)(C)C#C (trimethylsilylethyne). The solvent is O (Water), ClC1=CC=CC=C1 (chlorobenzene), C1CCOC1 (THF). Run at time 15 minute. The product is C(C)C1=C(C(=CC=C1)C(C)C)O (2-ethyl-6-isopropylphenol). As a reaction SMILES: [CH:1]([C:4]1[CH:9]=[CH:8][CH:7]=[CH:6][C:5]=1[OH:10])([CH3:3])[CH3:2].[CH3:11][CH2:12]CCCC.C([Li])CCC.Cl[Sn](Cl)(Cl)Cl.FC(F)(F)CO.C[Si](C#C)(C)C.[F-].[K+]>ClC1C=CC=CC=1.O.C1COCC1>[CH2:11]([C:6]1[CH:7]=[CH:8][CH:9]=[C:4]([CH:1]([CH3:3])[CH3:2])[C:5]=1[OH:10])[CH3:12] |f:1.2,6.7|. Reported procedure: To a solution of isopropyl phenol (10 g) in 200 mL of chlorobenzene was added butyllithium hexane solution (5.9 mL, 2.5 M in hexane) and SnCl4 (0.88 mL) at 0° C. The mixture was stirred at room temperature for 15 min, followed by addition of 2,2,2-trifluoroethanol (0.53 mL) and trimethylsilylethyne (11.5 mL). The mixture was heated at 110° C. for 3 h, THF (120 mL) and KF (4.7 g) were added, and the mixture was stirred for another 5 h. Water (80 mL) was then added and the mixture was stirred for ... The reactants are COc1ccc(N2CCNC2=O)cc1OC, CCOC(C)=O, O=C=NS(=O)(=O)Cl, O. Product: COc1ccc(N2CCN(C(N)=O)C2=O)cc1OC. As a reaction SMILES: [CH3:1][O:2][c:3]1[cH:4][c:5]([N:11]2[C:12](=[O:16])[NH:13][CH2:14][CH2:15]2)[cH:6][cH:7][c:8]1[O:9][CH3:10].[CH3:25][CH2:26][O:27][C:28](=[O:29])[CH3:30].[Cl:17][S:18](=[O:19])(=[O:20])[N:21]=[C:22]=[O:23].[OH2:24]>>[CH3:1][O:2][c:3]1[cH:4][c:5]([N:11]2[C:12](=[O:16])[N:13]([C:22]([NH2:21])=[O:23])[CH2:14][CH2:15]2)[cH:6][cH:7][c:8]1[O:9][CH3:10]. The product is O1CC1CCC1=CC=CC=C1 (1,2-epoxy-4-phenylbutane). Starting materials: C1(=CC=CC=C1)CCC=O (3-phenylpropionaldehyde), [I-].C[S+](=O)(C)C (trimethyloxosulphonium iodide), [H][H] (hydrogen), [H-].[Na+] (sodium hydride). RXN SMILES: [I-].[CH3:2][S+](C)(C)=O.[H-].[Na+].[H][H].[C:11]1([CH2:17][CH2:18][CH:19]=[O:20])[CH:16]=[CH:15][CH:14]=[CH:13][CH:12]=1>CS(C)=O.O.C(OCC)(=O)C>[O:20]1[CH:19]([CH2:18][CH2:17][C:11]2[CH:16]=[CH:15][CH:14]=[CH:13][CH:12]=2)[CH2:2]1 |f:0.1,2.3|. Procedure details: A solution of trimethyloxosulphonium iodide (2.64 g.) in dry dimethylsulphoxide (50 ml.) is stirred at 50°-60° C. in an atmosphere of nitrogen and an 80% w/w mineral oil dispersion of sodium hydride (0.36 g.) is added. Stirring and heating are continued until the solution is clear and no more hydrogen is evolved. A solution of 3-phenylpropionaldehyde (1.34 g.) in dry dimethyl sulphoxide (10 ml.) is added and the mixture is stirred at 50°-60° C. in an atmosphere of nitrogen for 3 hours. The mixtu... Run in CS(=O)C (dimethyl sulphoxide), C(C)(=O)OCC (ethyl acetate), O (water), CS(=O)C (dimethylsulphoxide). Reaction SMILES: [CH3:1][C:2]1([CH3:24])[O:3][C:4](=[O:23])[NH:5][c:6]2[c:7]1[cH:8][c:9](-[c:14]1[cH:15][c:16]([C:17]#[N:18])[cH:19][c:20]([F:22])[cH:21]1)[cH:10][c:11]2[O:12][CH3:13].[I-:25].[Li+:26].[n:27]1[c:28]([CH3:29])[cH:30][c:31]([CH3:32])[cH:33][c:34]1[CH3:35]>>[CH3:1][C:2]1([CH3:24])[O:3][C:4](=[O:23])[NH:5][c:6]2[c:7]1[cH:8][c:9](-[c:14]1[cH:15][c:16]([C:17]#[N:18])[cH:19][c:20]([F:22])[cH:21]1)[cH:10][c:11]2[OH:12]. Starting materials: COc1cc(-c2cc(F)cc(C#N)c2)cc2c1NC(=O)OC2(C)C, [I-], [Li+], Cc1cc(C)nc(C)c1. The product is CC1(C)OC(=O)Nc2c(O)cc(-c3cc(F)cc(C#N)c3)cc21.